From a dataset of the Open Reaction Database (ORD), a public repository of structured organic reaction records. describe an organic reaction: reactants, conditions, products, and yield Starting materials: C(C1=CC=CC=C1)Br (benzyl bromide), C(C)(C)NC(C)C.[Li] (lithium diisopropylamine), C[Li] (methyllithium), C(C)OCC (diethyl ether), C(C)(C)NC(C)C (diisopropylamine), C18H19NO4S, S(=O)(=O)(C1=CC=C(C)C=C1)N[C@H]1CC(=O)OC1 ((3S)-3-(tosylamino)butano-4-lactone). Solvent: C1CCOC1 (THF), C1CCOC1 (THF), C1CCOC1 (THF). Conditions: temperature -78 celsius, time 10 minute. Product: C(C1=CC=CC=C1)[C@@H]1C(=O)OC[C@H]1NS(=O)(=O)C1=CC=C(C)C=C1 ((2S,3S)-2-Benzyl-3-(tosylamino)butano-4-lactone). Reaction SMILES: C(NC(C)C)(C)C.[Li].C[Li].C(OCC)C.C(NC(C)C)(C)C.[S:23]([NH:33][C@@H:34]1[CH2:39][O:38][C:36](=[O:37])[CH2:35]1)([C:26]1[CH:32]=[CH:31][C:29]([CH3:30])=[CH:28][CH:27]=1)(=[O:25])=[O:24].[CH2:40](Br)[C:41]1[CH:46]=[CH:45][CH:44]=[CH:43][CH:42]=1>C1COCC1>[CH2:40]([C@H:35]1[C@H:34]([NH:33][S:23]([C:26]2[CH:27]=[CH:28][C:29]([CH3:30])=[CH:31][CH:32]=2)(=[O:25])=[O:24])[CH2:39][O:38][C:36]1=[O:37])[C:41]1[CH:46]=[CH:45][CH:44]=[CH:43][CH:42]=1 |f:0.1,^1:7|. Procedure: A solution of lithium diisopropylamine (LDA) in THF was generated by adding 1.5 M methyllithium in diethyl ether (30 mL, 45.0 mmol) to a solution of diisopropylamine (6.4 mL, 45.7 mmol) in 100 mL THF at 0° C. under nitrogen and stirring for 10 min. The solution was then cooled to -78° C., and a solution of (3S)-3-(tosylamino)butano-4-lactone (5.36 g, 21.1 mmol) in 30 mL THF was added dropwise. The resulting yellow solution was stirred for 1 hour at -78° C., and then benzyl bromide (10 mL, 84.1 m... Reactants: CC1CC(CCC1)=O (3-methylcyclohexanone), BrC=1C=C(C=CC1)F (3-bromofluorobenzene), [Mg] (magnesium), 3-bromofluorobenzene-ether, Cl (hydrochloric acid). Solvent: C(C)OCC (diethyl ether), O (water), C(C)OCC (diethyl ether), C(C)OCC (diethyl ether). Reaction conditions: temperature 5 celsius, time 16 hour. Yields the product FC=1C=C(C=CC1)C1(CC(CCC1)C)O (1-(3-fluorophenyl)-3-methyl-1-cyclohexanol). The yield is 99.5%. Reaction SMILES: Br[C:2]1[CH:3]=[C:4]([F:8])[CH:5]=[CH:6][CH:7]=1.[Mg].[CH3:10][CH:11]1[CH2:16][CH2:15][CH2:14][C:13](=[O:17])[CH2:12]1.Cl>C(OCC)C.O>[F:8][C:4]1[CH:3]=[C:2]([C:13]2([OH:17])[CH2:14][CH2:15][CH2:16][CH:11]([CH3:10])[CH2:12]2)[CH:7]=[CH:6][CH:5]=1. Procedure: A solution of 50.0 g (0.28 mole) of 3-bromofluorobenzene in 100 ml of diethyl ether was added dropwise with stirring to a cooled reaction vessel containing 7.0 g (0.29 mole) of freshly dried magnesium turnings. The reaction began after 10-20% of the 3-bromofluorobenzene-ether solution had been added. The remainder of the addition was done at a rate sufficient to promote gentle reflux. Upon complete addition an additional 210 ml of diethyl ether was added and the reaction mixture was heated under... Reactants: Cc1noc(C)c1B(O)O, Cc1ccccc1, CCOC(C)=O, O=C1c2c(c(OS(=O)(=O)C(F)(F)F)c3cccnc3c2OC(c2ccccc2)c2ccccc2)CN1Cc1ccc(F)cc1, [K+], [K+], O=C([O-])[O-], [Pd], c1ccc(P(c2ccccc2)c2ccccc2)cc1, c1ccc(P(c2ccccc2)c2ccccc2)cc1, c1ccc(P(c2ccccc2)c2ccccc2)cc1, c1ccc(P(c2ccccc2)c2ccccc2)cc1. Product: Cc1noc(C)c1-c1c2c(c(OC(c3ccccc3)c3ccccc3)c3ncccc13)C(=O)N(Cc1ccc(F)cc1)C2. As a reaction SMILES: [CH3:51][c:52]1[n:53][o:54][c:55]([CH3:60])[c:56]1[B:57]([OH:58])[OH:59].[CH3:61][c:62]1[cH:63][cH:64][cH:65][cH:66][cH:67]1.[CH3:68][CH2:69][O:70][C:71]([CH3:72])=[O:73].[CH:1]([c:2]1[cH:3][cH:4][cH:5][cH:6][cH:7]1)([c:8]1[cH:9][cH:10][cH:11][cH:12][cH:13]1)[O:14][c:15]1[c:16]2[c:17]([c:18]([O:25][S:26]([C:27]([F:28])([F:29])[F:30])(=[O:31])=[O:32])[c:19]3[cH:20][cH:21][cH:22][n:23][c:24]13)[CH2:33][N:34]([CH2:37][c:38]1[cH:39][cH:40][c:41]([F:44])[cH:42][cH:43]1)[C:35]2=[O:36].[K+:45].[K+:46].[O-:47][C:48]([O-:49])=[O:50].[Pd:74].[c:113]1([P:114]([c:115]2[cH:116][cH:117][cH:118][cH:119][cH:120]2)[c:121]2[cH:122][cH:123][cH:124][cH:125][cH:126]2)[cH:127][cH:128][cH:129][cH:130][cH:131]1.[c:132]1([P:133]([c:134]2[cH:135][cH:136][cH:137][cH:138][cH:139]2)[c:140]2[cH:141][cH:142][cH:143][cH:144][cH:145]2)[cH:146][cH:147][cH:148][cH:149][cH:150]1.[c:75]1([P:76]([c:77]2[cH:78][cH:79][cH:80][cH:81][cH:82]2)[c:83]2[cH:84][cH:85][cH:86][cH:87][cH:88]2)[cH:89][cH:90][cH:91][cH:92][cH:93]1.[c:94]1([P:95]([c:96]2[cH:97][cH:98][cH:99][cH:100][cH:101]2)[c:102]2[cH:103][cH:104][cH:105][cH:106][cH:107]2)[cH:108][cH:109][cH:110][cH:111][cH:112]1>>[CH:1]([c:2]1[cH:3][cH:4][cH:5][cH:6][cH:7]1)([c:8]1[cH:9][cH:10][cH:11][cH:12][cH:13]1)[O:14][c:15]1[c:16]2[c:17]([c:18](-[c:56]3[c:52]([CH3:51])[n:53][o:54][c:55]3[CH3:60])[c:19]3[cH:20][cH:21][cH:22][n:23][c:24]13)[CH2:33][N:34]([CH2:37][c:38]1[cH:39][cH:40][c:41]([F:44])[cH:42][cH:43]1)[C:35]2=[O:36].